This data is from the Open Reaction Database (ORD), a public repository of structured organic reaction records. The task is: describe an organic reaction: reactants, conditions, products, and yield Reactants: NC1=C2CCNC(C2=CC(=C1I)C1=C(N=NN1C)C)=O (5-amino-7-(1,4-dimethyl-1H-1,2,3-triazol-5-yl)-6-iodo-3,4-dihydroisoquinolin-1(2H)-one), S(=O)(=O)(Cl)Cl (sulfuryl chloride). The solvent is C(C)(=O)O (acetic acid). Run at time 2 hour. The product is NC1=C2CCNC(C2=C(C(=C1I)C1=C(N=NN1C)C)Cl)=O (5-amino-8-chloro-7-(1,4-dimethyl-1H-1,2,3-triazol-5-yl)-6-iodo-3,4-dihydroisoquinolin-1(2H)-one). Yield: 202.6%. RXN SMILES: [NH2:1][C:2]1[C:11]([I:12])=[C:10]([C:13]2[N:17]([CH3:18])[N:16]=[N:15][C:14]=2[CH3:19])[CH:9]=[C:8]2[C:3]=1[CH2:4][CH2:5][NH:6][C:7]2=[O:20].S(Cl)([Cl:24])(=O)=O>C(O)(=O)C>[NH2:1][C:2]1[C:11]([I:12])=[C:10]([C:13]2[N:17]([CH3:18])[N:16]=[N:15][C:14]=2[CH3:19])[C:9]([Cl:24])=[C:8]2[C:3]=1[CH2:4][CH2:5][NH:6][C:7]2=[O:20]. Procedure details: Two batches of 5-amino-7-(1,4-dimethyl-1H-1,2,3-triazol-5-yl)-6-iodo-3,4-dihydroisoquinolin-1(2H)-one (293e, 2.5 g/6.5 mmol each batch, 5.0 g/13 mmol total) in glacial acetic acid (100 mL each batch) were treated with sulfuryl chloride (1 g, 75 mmol each batch), added dropwise at 20-25° C. The mixtures were stirred for 2 hours, then combined and concentrated under vacuum to remove volatiles. The residue was purified by silica gel chromatography (10:1 dichloromethane/methanol) to give 5-amino-8-c... Starting materials: FC1=CC2=C(C(=NO2)C2CCNCC2)C=C1 (4-(6-fluoro-1,2-benzisoxazol-3-yl)piperidine), COC1=CC=C(C=C1)OC1=CC=C(C=C1)OC (4-methoxyphenyl ether), C(C)(C)O (isopropyl alcohol). Yields the product COC1=CC=C(C=C1)OCC(CN1CCC(CC1)C1=NOC2=C1C=CC(=C2)F)O (4-[3-[4-(6-Fluoro-1,2-benzisoxazol-3-yl)-1-piperidinyl]-2-hydroxy-1-propoxy]phenyl methyl ether). As a reaction SMILES: [F:1][C:2]1[CH:16]=[CH:15][C:5]2[C:6]([CH:9]3[CH2:14][CH2:13][NH:12][CH2:11][CH2:10]3)=[N:7][O:8][C:4]=2[CH:3]=1.[CH3:17][O:18][C:19]1[CH:24]=[CH:23][C:22]([O:25][C:26]2[CH:31]=[CH:30]C(OC)=CC=2)=[CH:21][CH:20]=1.C([OH:37])(C)C>>[CH3:17][O:18][C:19]1[CH:20]=[CH:21][C:22]([O:25][CH2:26][CH:31]([OH:37])[CH2:30][N:12]2[CH2:11][CH2:10][CH:9]([C:6]3[C:5]4[CH:15]=[CH:16][C:2]([F:1])=[CH:3][C:4]=4[O:8][N:7]=3)[CH2:14][CH2:13]2)=[CH:23][CH:24]=1. Reported procedure: A mixture of 4-(6-fluoro-1,2-benzisoxazol-3-yl)piperidine (4.4 g, 20 mmol) and 2,3-epoxypropyl]-4-methoxyphenyl ether (3.7 g, 20.5 mmol) in isopropyl alcohol (80 ml) was heated to reflux for 2 hours. The mixture was cooled and the crystals were collected to yield 6.81 g (85%), m.p.=134°-135° C.